From a dataset of the Open Reaction Database (ORD), a public repository of structured organic reaction records. describe an organic reaction: reactants, conditions, products, and yield Starting materials: ClC1=CC=C(C(=O)NNC(=O)NCC2=CC=CC=C2)C=C1 (1-(4-chlorobenzoyl)-4-benzylsemicarbazide), [OH-].[Na+] (NaOH), Cl (HCl). Product: C(C1=CC=CC=C1)N1C(NN=C1C1=CC=C(C=C1)Cl)=O (4-Benzyl-5-(4-chlorophenyl)2,4-dihydro-3H-1,2,4-triazol-3-one). As a reaction SMILES: [Cl:1][C:2]1[CH:21]=[CH:20][C:5]([C:6]([NH:8][NH:9][C:10]([NH:12][CH2:13][C:14]2[CH:19]=[CH:18][CH:17]=[CH:16][CH:15]=2)=[O:11])=O)=[CH:4][CH:3]=1.[OH-].[Na+].Cl>>[CH2:13]([N:12]1[C:6]([C:5]2[CH:20]=[CH:21][C:2]([Cl:1])=[CH:3][CH:4]=2)=[N:8][NH:9][C:10]1=[O:11])[C:14]1[CH:19]=[CH:18][CH:17]=[CH:16][CH:15]=1 |f:1.2|. Procedure: A stirred mixture of 1-(4-chlorobenzoyl)-4-benzylsemicarbazide (16.15 g, 5.317×10-2 mole) and 1 molar aqueous NaOH (64 ml, 6.4×10-2 mole) was heated to reflux. After refluxing ca. 22 hrs., the reaction was allowed to cool slightly before being neutralized by the addition of concentrated aqueous HCl (5.5 ml, 6.6×10-2 mole). A colorless solid formed and after the mixture had cooled to room temperature this was collected by filtration. Crystallization from isopropanol afforded colorless needles: 12...